From a dataset of the Open Reaction Database (ORD), a public repository of structured organic reaction records. describe an organic reaction: reactants, conditions, products, and yield Starting materials: COC(CCC1=CC(=CC=C1)CNCC1=CC=C(C=C1)OC1=CC=CC=C1)=O (3-{3-[(4-Phenoxy-benzylamino)-methyl]-phenyl}-propionic acid methyl ester), CS(=O)(=O)Cl (methanesulfonyl chloride). The solvent is C(C)N(CC)CC (triethylamine). The product is COC(CCC1=CC(=CC=C1)CN(CC1=CC=C(C=C1)OC1=CC=CC=C1)S(=O)(=O)C)=O (3-(3-{[Methanesulfonyl-(4-phenoxy-benzyl)-amino]-methyl}-phenyl)-propionic acid methyl ester). Reaction SMILES: [CH3:1][O:2][C:3](=[O:28])[CH2:4][CH2:5][C:6]1[CH:11]=[CH:10][CH:9]=[C:8]([CH2:12][NH:13][CH2:14][C:15]2[CH:20]=[CH:19][C:18]([O:21][C:22]3[CH:27]=[CH:26][CH:25]=[CH:24][CH:23]=3)=[CH:17][CH:16]=2)[CH:7]=1.[CH3:29][S:30](Cl)(=[O:32])=[O:31]>C(N(CC)CC)C>[CH3:1][O:2][C:3](=[O:28])[CH2:4][CH2:5][C:6]1[CH:11]=[CH:10][CH:9]=[C:8]([CH2:12][N:13]([S:30]([CH3:29])(=[O:32])=[O:31])[CH2:14][C:15]2[CH:16]=[CH:17][C:18]([O:21][C:22]3[CH:27]=[CH:26][CH:25]=[CH:24][CH:23]=3)=[CH:19][CH:20]=2)[CH:7]=1. Procedure: The title compound of Step B was prepared following the method described in Step A of Example 1 from 3-{3-[(4-phenoxy-benzylamino)-methyl]-phenyl}-propionic acid methyl ester of Step A and methanesulfonyl chloride using triethylamine in place of N,N-diisopropylethylamine. 1H NMR (400 MHz, CDCl3) δ 7.36-7.24 (m, 5H), 7.14 (m, 4H), 6.97 (m, 4H), 4.31 (s, 2H), 4.30 (s, 2H), 3.66 (s, 3H), 2.94 (t, 2H), 2.78 (s, 3H), 2.61 (t, 2H). Starting materials: CC1=C(C(=O)OCC2=CC=C(C=C2)[C@H](C(=O)NC=2C=C3C=CN=CC3=CC2)CNC(=O)OC(C)(C)C)C=CC(=C1)C ((S)-4-(3-(tert-butoxycarbonylamino)-1-(isoquinolin-6-ylamino)-1-oxopropan-2-yl)benzyl 2,4-dimethylbenzoate), Cl (HCl). Run in C(Cl)Cl (CH2Cl2). Conditions: time 9 hour. Product: Cl.Cl.CC1=C(C(=O)OCC2=CC=C(C=C2)[C@H](C(=O)NC=2C=C3C=CN=CC3=CC2)CN)C=CC(=C1)C ((S)-4-(3-amino-1-(isoquinolin-6-ylamino)-1-oxopropan-2-yl)benzyl 2,4-dimethylbenzoate dihydrochloride). RXN SMILES: [CH3:1][C:2]1[CH:40]=[C:39]([CH3:41])[CH:38]=[CH:37][C:3]=1[C:4]([O:6][CH2:7][C:8]1[CH:13]=[CH:12][C:11]([C@@H:14]([CH2:28][NH:29]C(OC(C)(C)C)=O)[C:15]([NH:17][C:18]2[CH:19]=[C:20]3[C:25](=[CH:26][CH:27]=2)[CH:24]=[N:23][CH:22]=[CH:21]3)=[O:16])=[CH:10][CH:9]=1)=[O:5].[ClH:42]>C(Cl)Cl>[ClH:42].[ClH:42].[CH3:1][C:2]1[CH:40]=[C:39]([CH3:41])[CH:38]=[CH:37][C:3]=1[C:4]([O:6][CH2:7][C:8]1[CH:9]=[CH:10][C:11]([C@@H:14]([CH2:28][NH2:29])[C:15]([NH:17][C:18]2[CH:19]=[C:20]3[C:25](=[CH:26][CH:27]=2)[CH:24]=[N:23][CH:22]=[CH:21]3)=[O:16])=[CH:12][CH:13]=1)=[O:5] |f:3.4.5|. Procedure: (S)-4-(3-amino-1-(isoquinolin-6-ylamino)-1-oxopropan-2-yl)benzyl 2,4-dimethylbenzoate dihydrochloride (E197-S) was prepared from E145-S according to the scheme in FIG. 6. To (S)-4-(3-(tert-butoxycarbonylamino)-1-(isoquinolin-6-ylamino)-1-oxopropan-2-yl)benzyl 2,4-dimethylbenzoate (E145-S) in CH2Cl2 was added HCl (4 N in dioxane) and the solution was stirred for 8-10 h. The solvents were evaporated to give pure (S)-4-(3-amino-1-(isoquinolin-6-ylamino)-1-oxopropan-2-yl)benzyl 2,4-dimethylbenzoate ... Starting materials: O=C([O-])[O-], COc1cc(B2OC(C)(C)C(C)(C)O2)ccc1NC(=O)c1ccc(C(F)(F)F)cc1F, COCCOC, Nc1ncnc2c1c(I)nn2C1C=CC(O)C1, [Na+], [Na+], O, O. The product is COc1cc(-c2nn(C3C=CC(O)C3)c3ncnc(N)c23)ccc1NC(=O)c1ccc(C(F)(F)F)cc1F. As a reaction SMILES: [C:50](=[O:51])([O-:52])[O-:53].[CH3:18][O:19][c:20]1[c:21]([NH:35][C:36]([c:37]2[c:38]([F:47])[cH:39][c:40]([C:43]([F:44])([F:45])[F:46])[cH:41][cH:42]2)=[O:48])[cH:22][cH:23][c:24]([B:26]2[O:27][C:28]([CH3:29])([CH3:30])[C:31]([CH3:32])([CH3:33])[O:34]2)[cH:25]1.[CH3:56][O:57][CH2:58][CH2:59][O:60][CH3:61].[NH2:1][c:2]1[c:3]2[c:4]([n:5][cH:6][n:7]1)[n:8]([CH:12]1[CH:13]=[CH:14][CH:15]([OH:17])[CH2:16]1)[n:9][c:10]2[I:11].[Na+:54].[Na+:55].[OH2:49].[OH2:62]>>[NH2:1][c:2]1[c:3]2[c:4]([n:5][cH:6][n:7]1)[n:8]([CH:12]1[CH:13]=[CH:14][CH:15]([OH:17])[CH2:16]1)[n:9][c:10]2-[c:24]1[cH:23][cH:22][c:21]([NH:35][C:36]([c:37]2[c:38]([F:47])[cH:39][c:40]([C:43]([F:44])([F:45])[F:46])[cH:41][cH:42]2)=[O:48])[c:20]([O:19][CH3:18])[cH:25]1. Reactants: BrC1=C(N=C2N(C1=O)C=CS2)C(C)Br (6-bromo-7-(1-bromoethyl)-5H-[1,3]thiazolo[3,2-a]pyrimidin-5-one), [N-]=[N+]=[N-].[Na+] (sodium azide). Run in CN(C=O)C (N,N-dimethylformamide), C(C)(=O)OCC (ethyl acetate). Run at time 1.5 hour. Product: N(=[N+]=[N-])C(C)C=1N=C2N(C(C1Br)=O)C=CS2 (7-(1-azidoethyl)-6-bromo-5H-[1,3]thiazolo[3,2-a]pyrimidin-5-one). The yield is 65.4%. As a reaction SMILES: [Br:1][C:2]1[C:7](=[O:8])[N:6]2[CH:9]=[CH:10][S:11][C:5]2=[N:4][C:3]=1[CH:12](Br)[CH3:13].[N-:15]=[N+:16]=[N-:17].[Na+]>CN(C)C=O.C(OCC)(=O)C>[N:15]([CH:12]([C:3]1[N:4]=[C:5]2[S:11][CH:10]=[CH:9][N:6]2[C:7](=[O:8])[C:2]=1[Br:1])[CH3:13])=[N+:16]=[N-:17] |f:1.2|. Reported procedure: A mixture of 6-bromo-7-(1-bromoethyl)-5H-[1,3]thiazolo[3,2-a]pyrimidin-5-one (3.7 g, 11 mmol) and sodium azide (1.4 g, 22 mmol) in N,N-dimethylformamide (30 mL) was stirred at room temperature for 1.5 hour. After diluted with ethyl acetate, the mixture was washed with water, dried over Na2SO4, concentrated and purified on silica gel (0-60% ethyl acetate/hexanes) to give the desired product (2.16 g). LCMS calculated for C8H7BrN5OS (M+H)+: m/z=300.0. Found: 300.0. Reactants: ClC1=CC=C(C=C1)S(=O)(=O)CC1=C(C=CC(=C1)F)F (2-[(4-Chlorophenyl)sulfonylmethyl]-1,4-difluorobenzene), [Si](C)(C)(C(C)(C)C)OCCCCCO (5-(t-butyldimethylsilyloxy)-1-pentanol), C(#N)C=P(CCCC)(CCCC)CCCC (cyanomethylenetri-n-butylphosphorane). The solvent is C1(=CC=CC=C1)C (toluene). Yields the product [Si](C)(C)(C(C)(C)C)OCCCCCC(S(=O)(=O)C1=CC=C(C=C1)Cl)C1=C(C=CC(=C1)F)F (2-[6-(t-Butyldimethylsilyloxy)-1-[(4-chlorophenyl)sulfonyl]hexyl]-1,4-difluorobenzene). As a reaction SMILES: [Cl:1][C:2]1[CH:7]=[CH:6][C:5]([S:8]([CH2:11][C:12]2[CH:17]=[C:16]([F:18])[CH:15]=[CH:14][C:13]=2[F:19])(=[O:10])=[O:9])=[CH:4][CH:3]=1.[Si:20]([O:27][CH2:28][CH2:29][CH2:30][CH2:31][CH2:32]O)([C:23]([CH3:26])([CH3:25])[CH3:24])([CH3:22])[CH3:21].C(C=P(CCCC)(CCCC)CCCC)#N>C1(C)C=CC=CC=1>[Si:20]([O:27][CH2:28][CH2:29][CH2:30][CH2:31][CH2:32][CH:11]([C:12]1[CH:17]=[C:16]([F:18])[CH:15]=[CH:14][C:13]=1[F:19])[S:8]([C:5]1[CH:6]=[CH:7][C:2]([Cl:1])=[CH:3][CH:4]=1)(=[O:10])=[O:9])([C:23]([CH3:24])([CH3:25])[CH3:26])([CH3:21])[CH3:22]. Procedure: In toluene (30 ml) was dissolved the 2-[(4-chlorophenyl)sulfonylmethyl]-1,4-difluorobenzene (0.94 g, 3.1 mmol) obtained in Example 5, followed by the addition of 5-(t-butyldimethylsilyloxy)-1-pentanol (1.1 ml, 4.6 mmol) and cyanomethylenetri-n-butylphosphorane (1.0 g, 4.1 mmol). The resulting mixture was heated under reflux for 14 hours under an argon atmosphere. The reaction mixture was allowed to cool down and then concentrated under reduced pressure. The residue thus obtained was purified by ... Reactants: COC(=O)C=1NC(C\C(\C1Cl)=N/OS(=O)(=O)C)C1=C(C(=C(C=C1)Cl)OC)F (6-(4-chloro-2-fluoro-3-methoxyphenyl)-4-[(E)-methanesulfonyloximino]-3-chloro-1,4,5,6-tetrahydropyridine-2-carboxylic acid methyl ester). Solvent: C(C)(=O)O (acetic acid). Yields the product COC(=O)C1=NC(=CC(=C1Cl)N)C1=C(C(=C(C=C1)Cl)OC)F (4-amino-3-chloro-6-(4-chloro-2-fluoro-3-methoxyphenyl)pyridine-2-carboxylic acid methyl ester). Reaction SMILES: [CH3:1][O:2][C:3]([C:5]1[NH:6][CH:7]([C:18]2[CH:23]=[CH:22][C:21]([Cl:24])=[C:20]([O:25][CH3:26])[C:19]=2[F:27])[CH2:8]/[C:9](=[N:12]\OS(C)(=O)=O)/[C:10]=1[Cl:11])=[O:4]>C(O)(=O)C>[CH3:1][O:2][C:3]([C:5]1[C:10]([Cl:11])=[C:9]([NH2:12])[CH:8]=[C:7]([C:18]2[CH:23]=[CH:22][C:21]([Cl:24])=[C:20]([O:25][CH3:26])[C:19]=2[F:27])[N:6]=1)=[O:4]. Reported procedure: A magnetically stirred solution of 6-(4-chloro-2-fluoro-3-methoxyphenyl)-4-[(E)-methanesulfonyloximino]-3-chloro-1,4,5,6-tetrahydropyridine-2-carboxylic acid methyl ester (29, 0.441 g (0.001 mol) in glacial acetic acid (2 mL) was warmed to 90° C. for 4 h. After removing the solvent on the rotary evaporator, the residue was dissolved in CH2Cl2 (25 mL) and was washed with saturated solutions of NaHCO3 and NaCl. After drying (MgSO4), solvent removal gave 4-amino-3-chloro-6-(4-chloro-2-fluoro-3-meth... Reported procedure: Methyl 4-fluoro-5-((2-fluorophenyl)amino)benzo[d][1,2,3]thiadiazole-6-carboxylate can be reacted with halogenations reagent (such as NIS) in the presence of acid at ambient temperature in appropriate solvent. The reaction normally completes within several hours (1-12 h, prefer 3-10 h). Methyl 4-fluoro-5-((2-fluoro-4-iodophenyl)amino)benzo[d][1,2,3]thiadiazole-6-carboxylate is obtained after conventional workup. Reaction SMILES: [F:1][C:2]1[C:7]2[N:8]=[N:9][S:10][C:6]=2[CH:5]=[C:4]([C:11]([O:13][CH3:14])=[O:12])[C:3]=1[NH:15][C:16]1[CH:21]=[CH:20][CH:19]=[CH:18][C:17]=1[F:22].C1C(=O)N([I:30])C(=O)C1>>[F:1][C:2]1[C:7]2[N:8]=[N:9][S:10][C:6]=2[CH:5]=[C:4]([C:11]([O:13][CH3:14])=[O:12])[C:3]=1[NH:15][C:16]1[CH:21]=[CH:20][C:19]([I:30])=[CH:18][C:17]=1[F:22]. The product is FC1=C(C(=CC2=C1N=NS2)C(=O)OC)NC2=C(C=C(C=C2)I)F (Methyl 4-fluoro-5-((2-fluoro-4-iodophenyl)amino)benzo[d][1,2,3]thiadiazole-6-carboxylate). Reactants: FC1=C(C(=CC2=C1N=NS2)C(=O)OC)NC2=C(C=CC=C2)F (Methyl 4-fluoro-5-((2-fluorophenyl)amino)benzo[d][1,2,3]thiadiazole-6-carboxylate), C1CC(=O)N(C1=O)I (NIS). The reactants are C(C)P(O)(=O)CC(C)C#N (ethyl(2-cyano-2-methylethyl)phosphinic acid), C(CCCO)O (1,4-butanediol). Solvent: C1(=CC=CC=C1)C (toluene). Reaction conditions: time 4 hour. Yields the product C(C)P(OCCCCO)(=O)CC(C)C#N (4-hydroxybutyl ethyl(2-cyano-2-methylethyl)phosphinate). The yield is 91.9%. RXN SMILES: [CH2:1]([P:3]([CH2:6][CH:7]([C:9]#[N:10])[CH3:8])(=[O:5])[OH:4])[CH3:2].[CH2:11](O)[CH2:12][CH2:13][CH2:14][OH:15]>C1(C)C=CC=CC=1>[CH2:1]([P:3]([CH2:6][CH:7]([C:9]#[N:10])[CH3:8])(=[O:4])[O:5][CH2:11][CH2:12][CH2:13][CH2:14][OH:15])[CH3:2]. Procedure: 540 g (3.0 mol) of ethyl(2-cyano-2-methylethyl)phosphinic acid (produced as in Example 6) are at 80° C. dissolved in 400 ml of toluene and admixed with 315 g (3.5 mol) of 1,4-butanediol and esterified at about 100° C. during 4 h in a distillation apparatus equipped with a water trap. After the esterification has ended, the toluene is separated off in vacuo to leave 643 g (92% of theory) of 4-hydroxybutyl ethyl(2-cyano-2-methylethyl)phosphinate as colorless oil. Starting materials: COC(=O)C1CCC(c2ncc(-c3cc(C)cc(Nc4nccc(C(F)(F)F)n4)c3)s2)=CC1(C)C, CO, [H][H]. The product is COC(=O)C1CCC(c2ncc(-c3cc(C)cc(Nc4nccc(C(F)(F)F)n4)c3)s2)CC1(C)C. RXN SMILES: [CH3:1][C:2]1([CH3:35])[CH:3]([C:31](=[O:32])[O:33][CH3:34])[CH2:4][CH2:5][C:6]([c:8]2[s:9][c:10](-[c:13]3[cH:14][c:15]([CH3:30])[cH:16][c:17]([NH:19][c:20]4[n:21][cH:22][cH:23][c:24]([C:26]([F:27])([F:28])[F:29])[n:25]4)[cH:18]3)[cH:11][n:12]2)=[CH:7]1.[CH3:38][OH:39].[H:36][H:37]>>[CH3:1][C:2]1([CH3:35])[CH:3]([C:31](=[O:32])[O:33][CH3:34])[CH2:4][CH2:5][CH:6]([c:8]2[s:9][c:10](-[c:13]3[cH:14][c:15]([CH3:30])[cH:16][c:17]([NH:19][c:20]4[n:21][cH:22][cH:23][c:24]([C:26]([F:27])([F:28])[F:29])[n:25]4)[cH:18]3)[cH:11][n:12]2)[CH2:7]1. The reactants are ClC1=CC=C2C=C(NC2=C1)C1=C(N=C2N1N=C(C=C2C(CC)CC)C)C (3-(6-chloro-1H-indol-2-yl)-8-(1-ethyl-propyl)-2,6-dimethyl-imidazo[1,2-b]pyridazine), CN(C)C=O (DMF), [H-].[Na+] (NaH), CI (MeI). The solvent is CCOC(=O)C (EtOAc). Reaction conditions: time 30 minute. Yields the product ClC1=CC=C2C=C(N(C2=C1)C)C1=C(N=C2N1N=C(C=C2C(CC)CC)C)C (3-(6-chloro-1-methyl-1H-indol-2-yl)-8-(1-ethyl-propyl)-2,6-dimethyl-imidazo[1,2-b]pyridazine). Isolated yield 40.0%. Reaction SMILES: [Cl:1][C:2]1[CH:10]=[C:9]2[C:5]([CH:6]=[C:7]([C:11]3[N:15]4[N:16]=[C:17]([CH3:25])[CH:18]=[C:19]([CH:20]([CH2:23][CH3:24])[CH2:21][CH3:22])[C:14]4=[N:13][C:12]=3[CH3:26])[NH:8]2)=[CH:4][CH:3]=1.[CH3:27]N(C=O)C.[H-].[Na+].CI>CCOC(C)=O>[Cl:1][C:2]1[CH:10]=[C:9]2[C:5]([CH:6]=[C:7]([C:11]3[N:15]4[N:16]=[C:17]([CH3:25])[CH:18]=[C:19]([CH:20]([CH2:21][CH3:22])[CH2:23][CH3:24])[C:14]4=[N:13][C:12]=3[CH3:26])[N:8]2[CH3:27])=[CH:4][CH:3]=1 |f:2.3|. Reported procedure: To a solution of 3-(6-chloro-1H-indol-2-yl)-8-(1-ethyl-propyl)-2,6-dimethyl-imidazo[1,2-b]pyridazine (0.050 g, 0.14 mmol) and DMF (2 mL) is added 60% NaH (0.013 g, 0.33 mmol). The solution is stirred for 30 minutes and MeI (0.010 mL, 0.16 mmol) is added. The solution is stirred for 1 hour, diluted with EtOAc (20 mL), washed with water (2×10 mL), brine (10 mL), dried over MgSO4, filtered and concentrated. The residue is purified by silica gel chromatography (30%-50% EtOAc gradient) to furnish the...